Dataset: the Open Reaction Database (ORD), a public repository of structured organic reaction records. Task: describe an organic reaction: reactants, conditions, products, and yield The reactants are C(#C)C=1C=NN2C1N=C(C=C2C(F)(F)F)C2=CC(=CC=C2)C(F)(F)F (3-ethynyl-7-trifluoromethyl-5-(3-trifluoromethyl-phenyl)-pyrazolo[1,5-a]pyrimidine), OCCN(S(=O)(=O)C=1SC(=CC1)Br)CCO (5-Bromo-thiophene-2-sulfonic acid bis-(2-hydroxy-ethyl)-amide). The product is OCCN(S(=O)(=O)C=1SC(=CC1)C#CC=1C=NN2C1N=C(C=C2C(F)(F)F)C2=CC(=CC=C2)C(F)(F)F)CCO (5-[7-Trifluoromethyl-5-(3-trifluoromethyl-phenyl)-pyrazolo[1,5-a]pyrimidin-3-ylethynyl]-thiophene-2-sulfonic acid bis-(2-hydroxy-ethyl)-amide), solid. Yield: 20.0%. RXN SMILES: [C:1]([C:3]1[CH:4]=[N:5][N:6]2[C:11]([C:12]([F:15])([F:14])[F:13])=[CH:10][C:9]([C:16]3[CH:21]=[CH:20][CH:19]=[C:18]([C:22]([F:25])([F:24])[F:23])[CH:17]=3)=[N:8][C:7]=12)#[CH:2].[OH:26][CH2:27][CH2:28][N:29]([CH2:39][CH2:40][OH:41])[S:30]([C:33]1[S:34][C:35](Br)=[CH:36][CH:37]=1)(=[O:32])=[O:31]>>[OH:26][CH2:27][CH2:28][N:29]([CH2:39][CH2:40][OH:41])[S:30]([C:33]1[S:34][C:35]([C:2]#[C:1][C:3]2[CH:4]=[N:5][N:6]3[C:11]([C:12]([F:14])([F:13])[F:15])=[CH:10][C:9]([C:16]4[CH:21]=[CH:20][CH:19]=[C:18]([C:22]([F:25])([F:24])[F:23])[CH:17]=4)=[N:8][C:7]=23)=[CH:36][CH:37]=1)(=[O:32])=[O:31]. Reported procedure: The title compound was prepared from 3-ethynyl-7-trifluoromethyl-5-(3-trifluoromethyl-phenyl)-pyrazolo[1,5-a]pyrimidine (example C.10) (178 mg, 0.5 mmol) and 5-bromo-thiophene-2-sulfonic acid bis-(2-hydroxy-ethyl)-amide (example B.53) (165 mg, 0.5 mmol) according to general procedure II. Obtained as an orange solid (61 mg, 20%). MS (EI) 604.1 [(M)+]; mp 129° C. The reactants are C(C)(=O)NC1=C(C=CC(=C1)N)F (2-(N-acetylamino)-4-amino-1-fluorobenzene), C(C)OC=C(C(=O)OCC)C(=O)OCC (diethyl ethoxymethylenemalonate). The solvent is C1(=CC=CC=C1)C (toluene). Conditions: temperature 130 celsius, time 3 hour. Yields the product C(C)OC(C(C(=O)OCC)=CNC1=CC(=C(C=C1)F)NC(C)=O)=O ([[[3-(Acetylamino)-4-fluorophenyl]amino]methylene]propanedioic acid diethyl ester). Isolated yield 94.8%. As a reaction SMILES: [C:1]([NH:4][C:5]1[CH:10]=[C:9]([NH2:11])[CH:8]=[CH:7][C:6]=1[F:12])(=[O:3])[CH3:2].C(O[CH:16]=[C:17]([C:23]([O:25][CH2:26][CH3:27])=[O:24])[C:18]([O:20][CH2:21][CH3:22])=[O:19])C>C1(C)C=CC=CC=1>[CH2:21]([O:20][C:18](=[O:19])[C:17](=[CH:16][NH:11][C:9]1[CH:8]=[CH:7][C:6]([F:12])=[C:5]([NH:4][C:1](=[O:3])[CH3:2])[CH:10]=1)[C:23]([O:25][CH2:26][CH3:27])=[O:24])[CH3:22]. Procedure: A mixture of 26.56 g (0.1579 mol) of 2-(N-acetylamino)-4-amino-1-fluorobenzene, 35.89 ml (0.1776 mol) of diethyl ethoxymethylenemalonate, and 30 ml of toluene is stirred at 130° C. for 3 hours. After cooling, the precipitate which forms is triturated with ether to yield 50.64 g (94.8%) of title compound as a white solid: The reactants are C(#C)C1=CC2=C(OCC(CO2)(C)C)C=C1 (7-Ethynyl-3,3-dimethyl-3,4-dihydro-2H-benzo[b][1,4]dioxepine), ClC1=NC=C(C(=O)OCC)C=C1 (ethyl 6-chloro-nicotinate). The product is C(C)OC(C1=CN=C(C=C1)C#CC1=CC2=C(OCC(CO2)(C)C)C=C1)=O (6-(3,3-Dimethyl-3,4-dihydro-2H-benzo[b][1,4]dioxepin-7-ylethynyl)-nicotinic acid ethyl ester). As a reaction SMILES: [C:1]([C:3]1[CH:15]=[CH:14][C:6]2[O:7][CH2:8][C:9]([CH3:13])([CH3:12])[CH2:10][O:11][C:5]=2[CH:4]=1)#[CH:2].Cl[C:17]1[CH:27]=[CH:26][C:20]([C:21]([O:23][CH2:24][CH3:25])=[O:22])=[CH:19][N:18]=1>>[CH2:24]([O:23][C:21](=[O:22])[C:20]1[CH:26]=[CH:27][C:17]([C:2]#[C:1][C:3]2[CH:15]=[CH:14][C:6]3[O:7][CH2:8][C:9]([CH3:12])([CH3:13])[CH2:10][O:11][C:5]=3[CH:4]=2)=[N:18][CH:19]=1)[CH3:25]. Reported procedure: The title compound is prepared in analogy to example 1 from 7-ethynyl-3,3-dimethyl-3,4-dihydro-2H-benzo[b][1,4]dioxepine (6) (example 1d) and ethyl 6-chloro-nicotinate. MS (ESI) 352.4 (M+H)+.